From a dataset of the Open Reaction Database (ORD), a public repository of structured organic reaction records. describe an organic reaction: reactants, conditions, products, and yield The reactants are ClC=1C=C(C=CC1)C(=O)C=O (3-Chlorophenylglyoxal), C(=O)(OC)C1=CC=C(C=C1)CCN (2-(4-carbomethoxyphenyl)ethanamine), C1=CC=CC=C1 (benzene). The solvent is O (water). Reaction conditions: time 2 hour. Yields the product C(=O)(OC)C1=CC=C(C=C1)CC(C)NCC(O)C1=CC(=CC=C1)Cl (N-(2-[4-Carbomethoxyphenyl]-1-methylethyl)-2-(3-chlorophenyl)-2-hydroxyethanamine). Reaction SMILES: [Cl:1][C:2]1[CH:3]=[C:4]([C:8]([CH:10]=O)=[O:9])[CH:5]=[CH:6][CH:7]=1.[C:12]([C:16]1[CH:21]=[CH:20][C:19]([CH2:22][CH2:23][NH2:24])=[CH:18][CH:17]=1)([O:14][CH3:15])=[O:13].[CH:25]1C=CC=CC=1>O>[C:12]([C:16]1[CH:21]=[CH:20][C:19]([CH2:22][CH:23]([NH:24][CH2:10][CH:8]([C:4]2[CH:5]=[CH:6][CH:7]=[C:2]([Cl:1])[CH:3]=2)[OH:9])[CH3:25])=[CH:18][CH:17]=1)([O:14][CH3:15])=[O:13]. Procedure details: 3-Chlorophenylglyoxal (1.6 g) and 2-(4-carbomethoxyphenyl)ethanamine (1.8 g) were heated in refluxing benzene (100 ml) under a Dean and Stark head until the theoretical amount of water had been collected. The solvent was replaced with methanol (100 ml) and sodium borohydride (2.5 g) was added portionwise with ice cooling. The mixture was stirred for 2 h, the solvent was evaporated and the residue was paritioned between water (100 ml) and chloroform (100 ml). The dried organic extract was evapora... Starting materials: C(C1=CC=CC=C1)OC1=C(C(=CC(=C1)OCC1=CC=CC=C1)OC1=CC=C(C=C1)[N+](=O)[O-])C1=CC(=NO1)C(=O)OCC (ethyl 5-[2,4-bis(benzyloxy)-6-(4-nitrophenoxy)phenyl]isoxazole-3-carboxylate). Solvent: C(C)N.C1CCOC1 (ethylamine THF). Yields the product C(C1=CC=CC=C1)OC1=C(C(=CC(=C1)OCC1=CC=CC=C1)OC1=CC=C(C=C1)[N+](=O)[O-])C1=CC(=NO1)C(=O)NCC (5-[2,4-Bis(benzyloxy)-6-(4-nitrophenoxy)phenyl]-N-ethylisoxazole-3-carboxamide). Yield: 160.2%. As a reaction SMILES: [CH2:1]([O:8][C:9]1[CH:14]=[C:13]([O:15][CH2:16]C2C=CC=CC=2)[CH:12]=[C:11]([O:23][C:24]2[CH:29]=[CH:28][C:27]([N+:30]([O-:32])=[O:31])=[CH:26][CH:25]=2)[C:10]=1[C:33]1[O:37][N:36]=[C:35]([C:38](OCC)=[O:39])[CH:34]=1)C1C=CC=CC=1>C(N)C.C1COCC1>[CH2:1]([O:8][C:9]1[CH:14]=[C:13]([O:15][CH2:16][C:24]2[CH:29]=[CH:28][CH:27]=[CH:26][CH:25]=2)[CH:12]=[C:11]([O:23][C:24]2[CH:29]=[CH:28][C:27]([N+:30]([O-:32])=[O:31])=[CH:26][CH:25]=2)[C:10]=1[C:33]1[O:37][N:36]=[C:35]([C:38]([NH:36][CH2:35][CH3:34])=[O:39])[CH:34]=1)[C:14]1[CH:13]=[CH:12][CH:11]=[CH:10][CH:9]=1 |f:1.2|. Procedure details: A solution of ethyl 5-[2,4-bis(benzyloxy)-6-(4-nitrophenoxy)phenyl]isoxazole-3-carboxylate (1.8 g, 3.2 mmol) in 2 M ethylamine/THF solution (100 mL) in a stopped flask was heated at 100° C. for 5 hours. The solvent was removed and the residue was crystallized from a small volume of methanol to provide the title compound (1.45 g, 83% yield).